This data is from the Open Reaction Database (ORD), a public repository of structured organic reaction records. The task is: describe an organic reaction: reactants, conditions, products, and yield Starting materials: [Al+3], O=C([O-])C=CC(=O)[O-], C1CCOC1, O=S(=O)(c1ccccc1)N1CCC(C(=NCc2ccc(F)cc2)c2ccc(F)cc2)CC1, [H-], [H-], [H-], [H-], [Li+]. Yields the product O=C(O)C=CC(=O)O, O=S(=O)(c1ccccc1)N1CCC(C(NCc2ccc(F)cc2)c2ccc(F)cc2)CC1. RXN SMILES: [Al+3:34].[C:39]([CH:40]=[CH:41][C:42](=[O:43])[O-:44])(=[O:45])[O-:46].[CH2:47]1[O:48][CH2:49][CH2:50][CH2:51]1.[F:1][c:2]1[cH:3][cH:4][c:5]([C:8](=[N:9][CH2:10][c:11]2[cH:12][cH:13][c:14]([F:17])[cH:15][cH:16]2)[CH:18]2[CH2:19][CH2:20][N:21]([S:24](=[O:25])(=[O:26])[c:27]3[cH:28][cH:29][cH:30][cH:31][cH:32]3)[CH2:22][CH2:23]2)[cH:6][cH:7]1.[H-:33].[H-:36].[H-:37].[H-:38].[Li+:35]>>[C:39]([CH:40]=[CH:41][C:42](=[O:43])[OH:44])(=[O:45])[OH:46].[F:1][c:2]1[cH:3][cH:4][c:5]([CH:8]([NH:9][CH2:10][c:11]2[cH:12][cH:13][c:14]([F:17])[cH:15][cH:16]2)[CH:18]2[CH2:19][CH2:20][N:21]([S:24](=[O:25])(=[O:26])[c:27]3[cH:28][cH:29][cH:30][cH:31][cH:32]3)[CH2:22][CH2:23]2)[cH:6][cH:7]1. The reactants are N[C@@H](C)C(=O)O (Racemic alanine), C1(=CC=C(C=C1)C(=O)Cl)C (p-toluoyl chloride). Yields the product CC1=CC=C(C(=O)N[C@@H](C)C(=O)O)C=C1 (N-(4-methylbenzoyl)alanine). As a reaction SMILES: [NH2:1][C@H:2]([C:4]([OH:6])=[O:5])[CH3:3].[C:7]1([CH3:16])[CH:12]=[CH:11][C:10]([C:13](Cl)=[O:14])=[CH:9][CH:8]=1>>[CH3:16][C:7]1[CH:12]=[CH:11][C:10]([C:13]([NH:1][C@H:2]([C:4]([OH:6])=[O:5])[CH3:3])=[O:14])=[CH:9][CH:8]=1. Procedure details: Racemic alanine and p-toluoyl chloride were processed as described in Example 26A to provide the desired product.